This data is from the Open Reaction Database (ORD), a public repository of structured organic reaction records. The task is: describe an organic reaction: reactants, conditions, products, and yield The reactants are B, C1CCOC1, CSC, CCCCCCCNC(=O)Cc1ccc(Cl)cc1, Cl. The product is CCCCCCCNCCc1ccc(Cl)cc1. RXN SMILES: [BH3:22].[CH2:24]1[O:25][CH2:26][CH2:27][CH2:28]1.[CH3:19][S:20][CH3:21].[Cl:1][c:2]1[cH:3][cH:4][c:5]([CH2:8][C:9](=[O:10])[NH:11][CH2:12][CH2:13][CH2:14][CH2:15][CH2:16][CH2:17][CH3:18])[cH:6][cH:7]1.[ClH:23]>>[Cl:1][c:2]1[cH:3][cH:4][c:5]([CH2:8][CH2:9][NH:11][CH2:12][CH2:13][CH2:14][CH2:15][CH2:16][CH2:17][CH3:18])[cH:6][cH:7]1. The reactants are O[C@H]1CC(N[C@H]1C)=O ((4S,5S)-4-hydroxy-5-methylpyrrolidin-2-one), ClC1=C(C#N)C=CC(=C1)F (2-chloro-4-fluorobenzonitrile). The product is ClC1=C(C#N)C=CC(=C1)N1[C@H]([C@H](CC1)O)C (2-chloro-4-[(2S,3S)-3-hydroxy-2-methylpyrrolidin-1-yl]benzonitrile). Reaction SMILES: [OH:1][C@@H:2]1[C@H:6]([CH3:7])[NH:5][C:4](=O)[CH2:3]1.[Cl:9][C:10]1[CH:17]=[C:16](F)[CH:15]=[CH:14][C:11]=1[C:12]#[N:13]>>[Cl:9][C:10]1[CH:17]=[C:16]([N:5]2[CH2:4][CH2:3][C@H:2]([OH:1])[C@@H:6]2[CH3:7])[CH:15]=[CH:14][C:11]=1[C:12]#[N:13]. Reported procedure: Using (4S,5S)-4-hydroxy-5-methylpyrrolidin-2-one and 2-chloro-4-fluorobenzonitrile as starting materials, the title compound was obtained by the same manner as shown in Example 2 (reaction time 1 hr).